Dataset: the Open Reaction Database (ORD), a public repository of structured organic reaction records. Task: describe an organic reaction: reactants, conditions, products, and yield The reactants are CN1C(C(=C(C=C1C)O)C(=O)OCC)=O (ethyl 1,6-dimethyl-4-hydroxy-2-oxo-1,2-dihydropyridine-3-carboxyl ate), NC=1NC=CN1 (2-aminoimidazole), BrC1=CC=CC=C1 (bromobenzene), CN1C(C(=C(C=C1C)O)C(=O)OCC)=O (ethyl 1,6-dimethyl-4-hydroxy-2-oxo-1,2-dihydropyridine-3-carboxyl ate), resultant mixture. Run at time 2 hour. The product is CN1C(C(=C(C=C1C)O)C(=O)NC=1NC=CN1)=O (1,6-dimethyl-4-hydroxy-N-(2-imidazolyl)-2-oxo-1,2-dihydropy ridine-3-carboxamide). The yield is 192.0%. Reaction SMILES: [CH3:1][N:2]1[C:7]([CH3:8])=[CH:6][C:5]([OH:9])=[C:4]([C:10]([O:12]CC)=O)[C:3]1=[O:15].[NH2:16][C:17]1[NH:18][CH:19]=[CH:20][N:21]=1.BrC1C=CC=CC=1>>[CH3:1][N:2]1[C:7]([CH3:8])=[CH:6][C:5]([OH:9])=[C:4]([C:10]([NH:16][C:17]2[NH:18][CH:19]=[CH:20][N:21]=2)=[O:12])[C:3]1=[O:15]. Procedure details: 257 mg of ethyl 1,6-dimethyl-4-hydroxy-2-oxo-1,2-dihydropyridine-3-carboxyl ate and 260 mg of 2-aminoimidazole were added to 5 ml of bromobenzene, then, the mixture was stirred for 2 hours under heat refluxing condition. Further, to the mixture was added 151 mg of ethyl 1,6-dimethyl-4-hydroxy-2-oxo-1,2-dihydropyridine-3-carboxyl ate, and the resultant mixture was stirred for 2.5 hours under heat refluxing condition. The reaction mixture was cooled to room temperature. The resulting solid was col... Starting materials: ClC1=C(C(=O)O)C(=CC(=C1)C(=O)OC)Cl (2,6-dichloro-4-(methoxycarbonyl)benzoic acid), N1C=CC=2C(=NC=CC21)NC(C)=O (N-(1H-pyrrolo[3,2-c]pyridin-4-yl) acetamide), ClC1=C(C(=O)O)C(=CC(=C1)C(NCC)=O)Cl (2,6-Dichloro-4-(ethylcarbamoyl)benzoic acid). Yields the product C(C)(=O)NC1=NC=CC2=C1C=CN2C(=O)C2=C(C=C(C(=O)OC)C=C2Cl)Cl (Methyl 4-{[4-(acetylamino)-1H-pyrrolo[3,2-c]pyridin-1-yl]carbonyl}-3,5-dichlorobenzoate). Reaction SMILES: [Cl:1][C:2]1[CH:10]=[C:9]([C:11]([O:13][CH3:14])=[O:12])[CH:8]=[C:7]([Cl:15])[C:3]=1[C:4]([OH:6])=O.[NH:16]1[C:24]2[CH:23]=[CH:22][N:21]=[C:20]([NH:25][C:26](=[O:28])[CH3:27])[C:19]=2[CH:18]=[CH:17]1.ClC1C=C(C(=O)NCC)C=C(Cl)C=1C(O)=O>>[C:26]([NH:25][C:20]1[C:19]2[CH:18]=[CH:17][N:16]([C:4]([C:3]3[C:7]([Cl:15])=[CH:8][C:9]([C:11]([O:13][CH3:14])=[O:12])=[CH:10][C:2]=3[Cl:1])=[O:6])[C:24]=2[CH:23]=[CH:22][N:21]=1)(=[O:28])[CH3:27]. Reported procedure: This was prepared using 2,6-dichloro-4-(methoxycarbonyl)benzoic acid and N-(1H-pyrrolo[3,2-c]pyridin-4-yl) acetamide (Intermediate 29) in an analogous manner. The reactants are Cc1cc(C(O)CCCC(C)C)ccc1Br, CCCCP(CCCC)CCCC, COC(=O)CCNC(=O)c1ccc(O)cc1, Cc1ccccc1, O=C(N=NC(=O)N1CCCCC1)N1CCCCC1. Yields the product COC(=O)CCNC(=O)c1ccc(OC(CCCC(C)C)c2ccc(Br)c(C)c2)cc1. As a reaction SMILES: [Br:17][c:18]1[c:19]([CH3:32])[cH:20][c:21]([CH:24]([CH2:25][CH2:26][CH2:27][CH:28]([CH3:29])[CH3:30])[OH:31])[cH:22][cH:23]1.[CH2:33]([P:34]([CH2:35][CH2:36][CH2:37][CH3:38])[CH2:39][CH2:40][CH2:41][CH3:42])[CH2:43][CH2:44][CH3:45].[CH3:1][O:2][C:3]([CH2:4][CH2:5][NH:6][C:7]([c:8]1[cH:9][cH:10][c:11]([OH:14])[cH:12][cH:13]1)=[O:15])=[O:16].[CH3:64][c:65]1[cH:66][cH:67][cH:68][cH:69][cH:70]1.[N:46]([C:47]([N:48]1[CH2:49][CH2:50][CH2:51][CH2:52][CH2:53]1)=[O:54])=[N:55][C:56]([N:57]1[CH2:58][CH2:59][CH2:60][CH2:61][CH2:62]1)=[O:63]>>[CH3:1][O:2][C:3]([CH2:4][CH2:5][NH:6][C:7]([c:8]1[cH:9][cH:10][c:11]([O:14][CH:24]([c:21]2[cH:20][c:19]([CH3:32])[c:18]([Br:17])[cH:23][cH:22]2)[CH2:25][CH2:26][CH2:27][CH:28]([CH3:29])[CH3:30])[cH:12][cH:13]1)=[O:15])=[O:16].